Task: describe an organic reaction: reactants, conditions, products, and yield. Dataset: the Open Reaction Database (ORD), a public repository of structured organic reaction records Starting materials: ClC1=CC=C(C=C1)N=C=O (4-Chlorophenylisocyanate), N1(CCOCC1)C1=CC=C(C=C1)S(=O)(=O)N (4-(4-morpholinyl)benzenesulfonamide). The solvent is CC(=O)C (acetone). Reaction conditions: time 8 hour. Product: ClC1=CC=C(C=C1)NC(=O)NS(=O)(=O)C1=CC=C(C=C1)N1CCOCC1 (N-[[(4-chlorophenyl) amino]-carbonyl]-4-(4-morpholinyl) benzenesulfonamide). Reaction SMILES: [Cl:1][C:2]1[CH:7]=[CH:6][C:5]([N:8]=[C:9]=[O:10])=[CH:4][CH:3]=1.[N:11]1([C:17]2[CH:22]=[CH:21][C:20]([S:23]([NH2:26])(=[O:25])=[O:24])=[CH:19][CH:18]=2)[CH2:16][CH2:15][O:14][CH2:13][CH2:12]1>CC(C)=O>[Cl:1][C:2]1[CH:7]=[CH:6][C:5]([NH:8][C:9]([NH:26][S:23]([C:20]2[CH:19]=[CH:18][C:17]([N:11]3[CH2:16][CH2:15][O:14][CH2:13][CH2:12]3)=[CH:22][CH:21]=2)(=[O:24])=[O:25])=[O:10])=[CH:4][CH:3]=1. Procedure details: 4-Chlorophenylisocyanate (2.61 g, 17 moles) was dissolved in 16 ml of acetone and was then added dropwise to the sulfonamide solution. The mixture was then stirred overnight at room temperature, resulting in the formation of a white solid. The reactants are ONC(CC1=C(C=CC=C1)N1C=NC=2C=NC=3C=CC(=CC3C21)C2=CC=CC=C2)=N (N-Hydroxy-2-[2-(8-phenyl-imidazo[4,5-c]quinolin-1-yl)-phenyl]-acetamidine). The reagents and catalysts are [Ni] (Ni). Run in Cl (HCl). Product: C1(=CC=CC=C1)C1=CC=2C3=C(C=NC2C=C1)N=CN3C3=C(C=CC=C3)CC(=N)N (2-[2-(8-Phenyl-imidazo[4,5-c]quinolin-1-yl)-phenyl]-acetamidine). Reaction SMILES: O[NH:2][C:3](=[NH:30])[CH2:4][C:5]1[CH:10]=[CH:9][CH:8]=[CH:7][C:6]=1[N:11]1[C:23]2[C:22]3[CH:21]=[C:20]([C:24]4[CH:29]=[CH:28][CH:27]=[CH:26][CH:25]=4)[CH:19]=[CH:18][C:17]=3[N:16]=[CH:15][C:14]=2[N:13]=[CH:12]1>Cl.[Ni]>[C:24]1([C:20]2[CH:19]=[CH:18][C:17]3[N:16]=[CH:15][C:14]4[N:13]=[CH:12][N:11]([C:6]5[CH:7]=[CH:8][CH:9]=[CH:10][C:5]=5[CH2:4][C:3]([NH2:30])=[NH:2])[C:23]=4[C:22]=3[CH:21]=2)[CH:25]=[CH:26][CH:27]=[CH:28][CH:29]=1. Reported procedure: The title compound is prepared in analogy to Example 69 starting from 220 mg (0.559 mmol) N-hydroxy-2-[2-(8-phenyl-imidazo[4,5-c]quinolin-1-yl)-phenyl]-acetamidine (Example 68) and 120 mg Raney-Ni in 6 ml 0.5 N HCl at 50° C. for 9 h. The compound is purified by chromatography (THF-H2O-1N HCl 90:10:0.25) and precipitated from ethyl acetate. mp: 261-263° C.; MS: 378 (M++1); HPLC: tret=6.66 min (Grad 1). The reactants are COC(CNC1=NCC=2N(C3=C1SC=C3)C=NC2C(=O)OCC)OC (ethyl 6-[(2,2-dimethoxyethyl)amino]-4H-imidazo[1,5-a]thieno[2,3-f][1,4]diazepine-3-carboxylate). Solvent: C(C)(=O)O (acetic acid). Yields the product S1C=CC2=C1C=1N(CC=3N2C=NC3C(=O)OCC)C=CN1 (ethyl 8H-diimidazo[1,5-a:1',2'-d]thieno[2,3-f][1,4]diazepine-7-carboxylate). RXN SMILES: CO[CH:3](OC)[CH2:4][NH:5][C:6]1[C:12]2[S:13][CH:14]=[CH:15][C:11]=2[N:10]2[CH:16]=[N:17][C:18]([C:19]([O:21][CH2:22][CH3:23])=[O:20])=[C:9]2[CH2:8][N:7]=1>C(O)(=O)C>[S:13]1[C:12]2[C:6]3[N:7]([CH:3]=[CH:4][N:5]=3)[CH2:8][C:9]3[N:10]([CH:16]=[N:17][C:18]=3[C:19]([O:21][CH2:22][CH3:23])=[O:20])[C:11]=2[CH:15]=[CH:14]1. Procedure: 6. By heating ethyl 6-[(2,2-dimethoxyethyl)amino]-4H-imidazo[1,5-a]thieno[2,3-f][1,4]diazepine-3-carboxylate in acetic acid for 1.5 h. in an analogous manner to that described in Example 5, there is obtained ethyl 8H-diimidazo[1,5-a:1',2'-d]thieno[2,3-f][1,4]diazepine-7-carboxylate of m.p. 203°-204°. Starting materials: [Si](C)(C)(C(C)(C)C)OC[C@@H]1C[C@H]([C@@H](C1)NC(=O)NC1=CC(=C(C(=C1)OC)OC)OC)N1CCC(CC1)CC1=CC=C(C=C1)Cl ((±)-1-{(1R,2R,4S)-4-(tert-butyl-dimethylsilanyloxymethyl)-2-[4-(4-chlorobenzyl)-piperidin-1-yl]-cyclopentyl}-3-(3,4,5-trimethoxyphenyl)urea), C(Cl)Cl (CH2Cl2), CO (MeOH). The solvent is Cl.CCO (HCl EtOH). Product: [NH4+].[OH-] (NH4OH), Cl.ClC1=CC=C(CC2CCN(CC2)[C@H]2[C@@H](C[C@@H](C2)CO)NC(=O)NC2=CC(=C(C(=C2)OC)OC)OC)C=C1 ((±)-1-{(1R,2R,4S)-2-[4-(4-chlorobenzyl)piperidin-1-yl]-4-hydroxymethyl-cyclopentyl}-3-(3,4,5-trimethoxyphenyl)urea hydrochloride). Isolated yield 148.6%. Reaction SMILES: [Si]([O:8][CH2:9][C@H:10]1[CH2:14][C@@H:13]([NH:15][C:16]([NH:18][C:19]2[CH:24]=[C:23]([O:25][CH3:26])[C:22]([O:27][CH3:28])=[C:21]([O:29][CH3:30])[CH:20]=2)=[O:17])[C@H:12]([N:31]2[CH2:36][CH2:35][CH:34]([CH2:37][C:38]3[CH:43]=[CH:42][C:41]([Cl:44])=[CH:40][CH:39]=3)[CH2:33][CH2:32]2)[CH2:11]1)(C(C)(C)C)(C)C.C(Cl)Cl.CO>Cl.CCO>[NH4+:15].[OH-:8].[ClH:44].[Cl:44][C:41]1[CH:42]=[CH:43][C:38]([CH2:37][CH:34]2[CH2:35][CH2:36][N:31]([C@@H:12]3[CH2:11][C@@H:10]([CH2:9][OH:8])[CH2:14][C@H:13]3[NH:15][C:16]([NH:18][C:19]3[CH:24]=[C:23]([O:25][CH3:26])[C:22]([O:27][CH3:28])=[C:21]([O:29][CH3:30])[CH:20]=3)=[O:17])[CH2:32][CH2:33]2)=[CH:39][CH:40]=1 |f:3.4,5.6,7.8|. Procedure: A solution of (±)-1-{(1R,2R,4S)-4-(tert-butyl-dimethylsilanyloxymethyl)-2-[4-(4-chlorobenzyl)-piperidin-1-yl]-cyclopentyl}-3-(3,4,5-trimethoxyphenyl)urea (1.13 g, 1.75 mmol) in 1% HCl/EtOH (120 mL) was stirred at room temperature for 1 h. The EtOH was evaporated and the residue was partitioned between CH2Cl2 and saturated NaHCO3. The aqueous phase was extracted with CH2Cl2 and the extracts were washed with brine, dried (MgSO4) and concentrated. Chromatography of the residue with 95:4.75:0.25-90:... Reactants: COC(=O)CC=CCCO, COC(=O)CC=CCC(=O)O, COC(=O)CC1CC1CCO. Yields the product COC(=O)CC1CC1CC(=O)O. RXN SMILES: [CH3:12][O:13][C:14](=[O:15])[CH2:16][CH:17]=[CH:18][CH2:19][CH2:20][OH:21].[CH3:1][O:2][C:3]([CH2:4][CH:5]=[CH:6][CH2:7][C:8](=[O:9])[OH:10])=[O:11].[CH3:22][O:23][C:24](=[O:25])[CH2:26][CH:27]1[CH2:28][CH:29]1[CH2:30][CH2:31][OH:32]>>[CH3:1][O:2][C:3]([CH2:4][CH:5]1[CH:6]([CH2:7][C:8](=[O:9])[OH:10])[CH2:12]1)=[O:11].